From a dataset of the Open Reaction Database (ORD), a public repository of structured organic reaction records. describe an organic reaction: reactants, conditions, products, and yield The reactants are C1CCOC1, O=C=NCCCl, CCn1c(-c2ccc(N)cc2)c(C#N)c2ccc(OC)cc21. Product: CCn1c(-c2ccc(NC(=O)NCCCl)cc2)c(C#N)c2ccc(OC)cc21. RXN SMILES: [CH2:29]1[O:30][CH2:31][CH2:32][CH2:33]1.[Cl:23][CH2:24][CH2:25][N:26]=[C:27]=[O:28].[NH2:1][c:2]1[cH:3][cH:4][c:5](-[c:8]2[n:9]([CH2:21][CH3:22])[c:10]3[cH:11][c:12]([O:19][CH3:20])[cH:13][cH:14][c:15]3[c:16]2[C:17]#[N:18])[cH:6][cH:7]1>>[NH:1]([c:2]1[cH:3][cH:4][c:5](-[c:8]2[n:9]([CH2:21][CH3:22])[c:10]3[cH:11][c:12]([O:19][CH3:20])[cH:13][cH:14][c:15]3[c:16]2[C:17]#[N:18])[cH:6][cH:7]1)[C:27]([NH:26][CH2:25][CH2:24][Cl:23])=[O:28]. The reactants are O=C1O[C@H](CN1C1=CC(=C(C=C1)C1CCNCC1)F)CNC(C)=O ((S)-(−)-N-[[2-Oxo-3-[4-(4-piperidinyl)-3-fluorophenyl]-5-oxazolidinyl]methyl]acetamide), Cl.CN(CCCN=C=NCC)C (1-(3-dimethylaminopropyl)-3-ethylcarbodiimide hydrochloride), C(=O)O (formic acid). The solvent is O1CCCC1 (tetrahydrofuran), C(Cl)Cl (methylene chloride). Reaction conditions: time 1 hour. Product: C(=O)N1CCC(CC1)C1=C(C=C(C=C1)N1C(O[C@H](C1)CNC(C)=O)=O)F ((S)-(−)-N-[[3-[4-[1-(Formyl)-4-piperidinyl]-3-fluorophenyl]-2-oxo-5-oxazolidinyl]methyl]acetamide). RXN SMILES: [O:1]=[C:2]1[N:6]([C:7]2[CH:12]=[CH:11][C:10]([CH:13]3[CH2:18][CH2:17][NH:16][CH2:15][CH2:14]3)=[C:9]([F:19])[CH:8]=2)[CH2:5][C@H:4]([CH2:20][NH:21][C:22](=[O:24])[CH3:23])[O:3]1.Cl.CN(C)CCCN=C=NCC.[CH:37](O)=[O:38]>O1CCCC1.C(Cl)Cl>[CH:37]([N:16]1[CH2:15][CH2:14][CH:13]([C:10]2[CH:11]=[CH:12][C:7]([N:6]3[CH2:5][C@H:4]([CH2:20][NH:21][C:22](=[O:24])[CH3:23])[O:3][C:2]3=[O:1])=[CH:8][C:9]=2[F:19])[CH2:18][CH2:17]1)=[O:38] |f:1.2|. Procedure details: A mixture of (S)-(−)-3-[[2-oxo-3-[4-(4-piperidinyl)-3-fluorophenyl]-5-oxazolidinyl]methyl]acetamide (EXAMPLE 20, 150 mg), 1-(3-dimethylaminopropyl)-3-ethylcarbodiimide hydrochloride (171 mg) and formic acid (34 μL) in dry tetrahydrofuran (6 mL) is stirred at ambient temperature for one hour, diluted with methylene chloride (10 mL), washed with water (10 mL) and saline (10 mL), dried over anhydrous sodium sulfate and concentrated under reduced pressure, and the residue is recrystallized from meth... Reactants: C(C)(C)(C)OC(=O)N(CCCC1=COC=C1)CCCCCCC1=CC=CC=C1 (N-(tert-butoxycarbonyl)-N-[3-(3-furyl)propyl]-6-phenylhexylamine), C=O (formaldehyde). Run in C(C)(=O)O (acetic acid). Reaction conditions: temperature 100 celsius, time 1 hour. The product is C1(=CC=CC=C1)CCCCCCN1CC2=C(CCC1)C=CO2 (7-(6-phenylhexyl)-5,6,7,8-tetrahydro-4H-furo[2,3-c]azepine). RXN SMILES: C(O[C:6]([N:8]([CH2:17][CH2:18][CH2:19][CH2:20][CH2:21][CH2:22][C:23]1[CH:28]=[CH:27][CH:26]=[CH:25][CH:24]=1)[CH2:9][CH2:10][CH2:11][C:12]1[CH:16]=[CH:15][O:14][CH:13]=1)=O)(C)(C)C.C=O>C(O)(=O)C>[C:23]1([CH2:22][CH2:21][CH2:20][CH2:19][CH2:18][CH2:17][N:8]2[CH2:9][CH2:10][CH2:11][C:12]3[CH:16]=[CH:15][O:14][C:13]=3[CH2:6]2)[CH:28]=[CH:27][CH:26]=[CH:25][CH:24]=1. Procedure: To a solution of the above crude N-[3-(3-furyl)propyl]-6-phenylhexylamine in 100 ml of acetic acid, 0.74 g (9.1 mmol) of 37% aqueous formaldehyde was added, followed by stirring at 100° C. for 1 hour. After the solvent was distilled off under reduced pressure, the residual solution was alkalified with aqueous sodium hydroxide and extracted with dichloromethane 3 times. The combined organic layer was dried over anhydrous magnesium sulfate; the solvent was distilled off under reduced pressure. The... The reactants are Cl (HCl), C(OCC)(OCC)=O (diethyl carbonate), C(C)(=O)C=1C=C(C#N)C=CC1 (3-acetyl benzonitrile), [H-].[Na+] (sodium hydride). Run in O1CCCC1 (tetrahydrofuran), C(C)(=O)OCC (ethyl acetate). Conditions: temperature 65 celsius, time 1 hour. Yields the product C(#N)C=1C=C(C=CC1)C(CC(=O)OCC)=O (ethyl 3-(3-cyanophenyl)-3-oxopropionate). The yield is 96.9%. As a reaction SMILES: [H-].[Na+].[C:3](=[O:10])([O:7][CH2:8][CH3:9])OCC.[C:11]([C:14]1[CH:15]=[C:16]([CH:19]=[CH:20][CH:21]=1)[C:17]#[N:18])(=[O:13])[CH3:12].Cl>O1CCCC1.C(OCC)(=O)C>[C:17]([C:16]1[CH:15]=[C:14]([C:11](=[O:13])[CH2:12][C:3]([O:7][CH2:8][CH3:9])=[O:10])[CH:21]=[CH:20][CH:19]=1)#[N:18] |f:0.1|. Procedure: To a suspension of sodium hydride (1.2 g of 60% suspension in mineral oil, hexane-washed, 30.3 mmol) in 40 mL of tetrahydrofuran was added diethyl carbonate (3.7 mL, 30.3 mmol) and 3-acetyl benzonitrile (2.2 g, 15.2 mmol). The resulting suspension was stirred at 65° C. for 1 h and then was cooled to room temperature. There was added 40 mL of 10% aqueous HCl and the reaction mixture was diluted with ethyl acetate and the layers were separated. The organic layer was washed with brine, dried (MgSO4...